This data is from the Open Reaction Database (ORD), a public repository of structured organic reaction records. The task is: describe an organic reaction: reactants, conditions, products, and yield Reactants: [N+](=O)([O-])C (nitromethane), CC(C=O)CCCC (2,5-dimethylpentanal), [OH-].[Na+] (sodium hydroxide), C(C)O (ethanol). The solvent is O (water). The product is CC(C(C[N+](=O)[O-])O)CC(C)C (3,5-dimethyl-1-nitro-2-hexanol). Yield: 81.4%. As a reaction SMILES: [OH-].[Na+].[N+:3]([CH3:6])([O-:5])=[O:4].[CH3:7][CH:8]([CH2:11][CH2:12][CH2:13]C)[CH:9]=[O:10].[CH2:15](O)C>O>[CH3:7][CH:8]([CH2:11][CH:12]([CH3:13])[CH3:15])[CH:9]([OH:10])[CH2:6][N+:3]([O-:5])=[O:4] |f:0.1|. Procedure: After dissolving 5.0 g of sodium hydroxide in 25 ml of water and 25 ml of ethanol at 4° C., 7.7 g of nitromethane and 7.2 g of 2,5-dimethylpentanal were added thereto. The temperature of the solution was allowed to rise to room temperature, and the solution was stirred for an hour. After concentrating the ethanol under reduced pressure, the solution was neutralized with 1 mol/l of hydrochloric acid so that the pH of the solution was approximately 7. Ethyl acetate was added to the solution, and t... As a reaction SMILES: [CH:1]1[CH:6]=[C:5]2[CH:7]=[CH:8][C:9](C3C(=O)C4C(=CC=CC=4)C3=O)=[N:10][C:4]2=[CH:3][CH:2]=1.[OH-].[Na+].Cl>O>[N:10]1[C:4]2[C:5](=[CH:6][CH:1]=[CH:2][CH:3]=2)[CH:7]=[CH:8][CH:9]=1 |f:1.2|. Starting materials: Cl (hydrochloric acid), C1=CC=C2C(=C1)C=CC(=N2)C3C(=O)C4=CC=CC=C4C3=O (quinophthalone), [OH-].[Na+] (sodium hydroxide), [OH-].[Na+] (sodium hydroxide). Run in O (water). Reported procedure: 45 parts of C.I. Pigment Yellow 138 (manufactured by BASF “Paliotol Yellow D0960”) was added gradually to 450 parts of 101% sulfuric acid prepared from fuming sulfuric acid (25% SO3) and sulfuric acid, and the mixture was stirred at 80° C. for 3 hours, allowing a sulfonation reaction to proceed. The reaction solution was poured into 5,000 parts of ice water, and the precipitate was filtered, washed with 2,000 parts of 0.1% hydrochloric acid, and additionally with 2,000 parts of purified water, t... Product: N1=CC=CC2=CC=CC=C12 (quinoline). Reaction conditions: temperature 60 celsius, time 1 hour. Reactants: COC1=C(C(=O)Cl)C=CC=C1 (2-methoxybenzoyl chloride), O (water), O1C(CCCC1)OC(C(=O)N)C1(CCNCCS1(=O)=O)C=1SC(=CC1)C1=CC=C(C=C1)Cl (2-tetrahydropyranyloxy-2-[7-(5-(4-chlorophenyl)-2-thienyl)-1,1-dioxoperhydro-1,4-thiazepin-7-yl]acetamide), N1=CC=CC=C1 (pyridine). Solvent: C(Cl)(Cl)Cl (chloroform), C(Cl)(Cl)Cl (chloroform). Conditions: time 3 hour. The product is ONC(CC1(CCN(CCS1(=O)=O)C(C1=C(C=CC=C1)OC)=O)C=1SC(=CC1)C1=CC=C(C=C1)Cl)=O (N-hydroxy-2-[7-(5-(4-chlorophenyl)-2-thienyl)-4-(2-methoxybenzoyl)-1,1-dioxoperhydro-1,4-thiazepin-7-yl]acetamide). As a reaction SMILES: O1CCCCC1O[CH:8]([C:12]1([C:21]2[S:22][C:23]([C:26]3[CH:31]=[CH:30][C:29]([Cl:32])=[CH:28][CH:27]=3)=[CH:24][CH:25]=2)[S:18](=[O:20])(=[O:19])[CH2:17][CH2:16][NH:15][CH2:14][CH2:13]1)[C:9]([NH2:11])=[O:10].N1C=CC=CC=1.[CH3:39][O:40][C:41]1[CH:49]=[CH:48][CH:47]=[CH:46][C:42]=1[C:43](Cl)=[O:44].[OH2:50]>C(Cl)(Cl)Cl>[OH:50][NH:11][C:9](=[O:10])[CH2:8][C:12]1([C:21]2[S:22][C:23]([C:26]3[CH:31]=[CH:30][C:29]([Cl:32])=[CH:28][CH:27]=3)=[CH:24][CH:25]=2)[S:18](=[O:20])(=[O:19])[CH2:17][CH2:16][N:15]([C:43](=[O:44])[C:42]2[CH:46]=[CH:47][CH:48]=[CH:49][C:41]=2[O:40][CH3:39])[CH2:14][CH2:13]1. Procedure details: To a mixture of N-(2-tetrahydropyranyloxy-2-[7-(5-(4-chlorophenyl)-2-thienyl)-1,1-dioxoperhydro-1,4-thiazepin-7-yl]acetamide (90 mg) and pyridine (0.5 ml) in chloroform (3 ml) was added 2-methoxybenzoyl chloride (37 mg) and the mixture was stirred at ambient temperature for 3 hours. The mixture was pertitioned between water and chloroform. The organic layer was separated, washed with 5% citric acid water solution, water, saturated sodium bicarbonate solution and brine. To the reaction mixture we... Product: Cn1c(N2CCN(CCCOc3ccc(NC(=O)C(F)(F)F)cc3)CC2)cc(=O)n(C)c1=O. Reaction SMILES: [CH:38]([Cl:39])([Cl:40])[Cl:41].[Cl:8][CH2:9][Cl:10].[NH2:11][c:12]1[cH:13][cH:14][c:15]([O:16][CH2:17][CH2:18][CH2:19][N:20]2[CH2:21][CH2:22][N:23]([c:26]3[cH:27][c:28](=[O:35])[n:29]([CH3:34])[c:30](=[O:33])[n:31]3[CH3:32])[CH2:24][CH2:25]2)[cH:36][cH:37]1.[Na+:43].[OH-:42].[OH:1][C:2](=[O:3])[C:4]([F:5])([F:6])[F:7]>>[O:1]=[C:2]([C:4]([F:5])([F:6])[F:7])[NH:11][c:12]1[cH:13][cH:14][c:15]([O:16][CH2:17][CH2:18][CH2:19][N:20]2[CH2:21][CH2:22][N:23]([c:26]3[cH:27][c:28](=[O:35])[n:29]([CH3:34])[c:30](=[O:33])[n:31]3[CH3:32])[CH2:24][CH2:25]2)[cH:36][cH:37]1. The reactants are ClC(Cl)Cl, ClCCl, Cn1c(N2CCN(CCCOc3ccc(N)cc3)CC2)cc(=O)n(C)c1=O, [Na+], [OH-], O=C(O)C(F)(F)F.